This data is from the Open Reaction Database (ORD), a public repository of structured organic reaction records. The task is: describe an organic reaction: reactants, conditions, products, and yield Reactants: CC(CCO)CCCCCC (3-methylnonan-1-ol), CC(CC)(CCCCCC)O (3-methylnonan-3-ol). Yields the product CC(CCOC(C1CCCCC1)=O)CCCCCC (3-METHYLNONAN-1-YL-HEXAHYDROBENZOATE). As a reaction SMILES: [CH3:1][CH:2]([CH2:6][CH2:7][CH2:8][CH2:9][CH2:10][CH3:11])[CH2:3][CH2:4][OH:5].C[C:13]([OH:22])([CH2:16][CH2:17][CH2:18][CH2:19][CH2:20][CH3:21])CC>>[CH3:1][CH:2]([CH2:6][CH2:7][CH2:8][CH2:9][CH2:10][CH3:11])[CH2:3][CH2:4][O:5][C:13](=[O:22])[CH:16]1[CH2:17][CH2:18][CH2:19][CH2:20][CH2:21]1. Reported procedure: The procedure in Example XIX is followed except that 39 g. of 3-methylnonan-1-ol instead of 40 g. of 3-methylnonan-3-ol are brought into the reaction.